This data is from the Open Reaction Database (ORD), a public repository of structured organic reaction records. The task is: describe an organic reaction: reactants, conditions, products, and yield Starting materials: CCO, [Cl-], CC(=O)CCc1ccccc1C(F)(F)F, N, [NH4+], N#C[Na]. Yields the product CC(N)(C#N)CCc1ccccc1C(F)(F)F. As a reaction SMILES: [CH3:22][CH2:23][OH:24].[Cl-:19].[F:1][C:2]([c:3]1[c:4]([CH2:9][CH2:10][C:11]([CH3:12])=[O:13])[cH:5][cH:6][cH:7][cH:8]1)([F:14])[F:15].[NH3:21].[NH4+:20].[Na:16][C:17]#[N:18]>>[F:1][C:2]([c:3]1[c:4]([CH2:9][CH2:10][C:11]([CH3:12])([C:17]#[N:18])[NH2:20])[cH:5][cH:6][cH:7][cH:8]1)([F:14])[F:15].